This data is from the Open Reaction Database (ORD), a public repository of structured organic reaction records. The task is: describe an organic reaction: reactants, conditions, products, and yield Reactants: C1=CC(=CC=C1N=NC2C(=NN(C2=O)C3=CC=C(C=C3)S(=O)(=O)[O-])C(=O)[O-])S(=O)(=O)[O-].[Na+].[Na+].[Na+] (Tartrazine FD&C Yellow #5), Carbowax, Carbowax. Run in O (water). Product: C1(CCCCC1)N1C(CCC1)=O (cyclohexyl pyrrolidone). RXN SMILES: C1C(N=N[CH:9]2[C:13](=O)[N:12]([C:15]3[CH:20]=[CH:19][C:18](S([O-])(=O)=O)=[CH:17][CH:16]=3)N=[C:10]2[C:25]([O-:27])=O)=CC=C(S([O-])(=O)=O)C=1.[Na+].[Na+].[Na+]>O>[CH:15]1([N:12]2[CH2:13][CH2:9][CH2:10][C:25]2=[O:27])[CH2:16][CH2:17][CH2:18][CH2:19][CH2:20]1 |f:0.1.2.3|. Reported procedure: An ink composition comprising 2.5 percent by weight of Tartrazine FD&C Yellow #5, a yellow dye obtained from Buffalo Color, West Patterson, N.Y., 15 percent by weight of cyclohexyl pyrrolidone (obtained from GAF Corporation, Wayne, N.J.), and 82.5 percent by weight of deionized water was prepared by mixing together the ingredients at room temperature, stirring to obtain a homogeneous solution, and filtering. An additional ink was also prepared, said ink being of the same composition as the first... Reactants: BrC1=CC=C(S1)C(=O)/C(/C(=O)OC)=C/C1=CC=C(C=C1)Cl (methyl (2Z)-2-[(5-bromo-2-thienyl)carbonyl]-3-(4-chlorophenyl)acrylate), ClCCCl (1,2-dichloroethane), [Cl-].[Cl-].[Cl-].[Al+3] (Aluminum trichloride). Reaction conditions: temperature 80 celsius, time 18 hour. Yields the product BrC1=CC2=C(S1)C([C@H]([C@@H]2C2=CC=C(C=C2)Cl)C(=O)OC)=O (trans-methyl 2-bromo-4-(4-chlorophenyl)-6-oxo-5,6-dihydro-4H-cyclopenta[b]thiophene-5-carboxylate). The yield is 63.4%. As a reaction SMILES: [Br:1][C:2]1[S:6][C:5]([C:7](/[C:9](=[CH:14]/[C:15]2[CH:20]=[CH:19][C:18]([Cl:21])=[CH:17][CH:16]=2)/[C:10]([O:12][CH3:13])=[O:11])=[O:8])=[CH:4][CH:3]=1.ClCCCl.[Cl-].[Cl-].[Cl-].[Al+3]>>[Br:1][C:2]1[S:6][C:5]2[C:7](=[O:8])[C@@H:9]([C:10]([O:12][CH3:13])=[O:11])[C@H:14]([C:15]3[CH:16]=[CH:17][C:18]([Cl:21])=[CH:19][CH:20]=3)[C:4]=2[CH:3]=1 |f:2.3.4.5|. Procedure details: To a 500 mL round bottom flask was added a solution of methyl (2Z)-2-[(5-bromo-2-thienyl)carbonyl]-3-(4-chlorophenyl)acrylate (6.26 g, 16.2 mmol), in 1,2-dichloroethane (210.0 mL, 2665.4 mmol). Aluminum trichloride (2.164 g, 16.23 mmol) was added and the reaction mixture was heated to 80° C. and allowed to stir for 18 hours. The reaction was cooled to ambient temperature and concentrated under reduced pressure. The crude material was dry loaded onto silica gel and then purified using a ISCO (40 ...